This data is from the Open Reaction Database (ORD), a public repository of structured organic reaction records. The task is: describe an organic reaction: reactants, conditions, products, and yield Starting materials: starting material, ClC1=C(C(=O)OC)C=CC(=N1)Cl (methyl 2,6-dichloronicotinate), ClC1=CC=C(C=C1)O (p-chlorophenol), C([O-])([O-])=O.[Cs+].[Cs+] (cesium carbonate), O (water). Solvent: CN(C)C=O (DMF). Yields the product ClC1=C(C(=O)OC)C=CC(=N1)OC1=CC=C(C=C1)Cl (methyl 2-chloro-6-(4-chlorophenoxy)nicotinate). RXN SMILES: [Cl:1][C:2]1[N:11]=[C:10](Cl)[CH:9]=[CH:8][C:3]=1[C:4]([O:6][CH3:7])=[O:5].[Cl:13][C:14]1[CH:19]=[CH:18][C:17]([OH:20])=[CH:16][CH:15]=1.C(=O)([O-])[O-].[Cs+].[Cs+].O>CN(C=O)C>[Cl:1][C:2]1[N:11]=[C:10]([O:20][C:17]2[CH:18]=[CH:19][C:14]([Cl:13])=[CH:15][CH:16]=2)[CH:9]=[CH:8][C:3]=1[C:4]([O:6][CH3:7])=[O:5] |f:2.3.4|. Procedure: A mixture of the product from Step 1 (54 g, 0.26 mol), p-chlorophenol (31.7 g, 0.25 mol) and cesium carbonate (101.4 g, 0.31 mol) in anhydrous DMF (1.0 L) was stirred at 25° C. for about 2 h or until less than 5% of the starting material remained. The reaction mixture was then poured into water (2.5 L) and extracted with ethyl acetate (2×800 mL). The organic layer was washed with water (2×300 mL) and dried over magnesium sulfate. The crude product was purified by chromatography on silica gel elu...